Dataset: the Open Reaction Database (ORD), a public repository of structured organic reaction records. Task: describe an organic reaction: reactants, conditions, products, and yield Procedure details: 343.6 (2.54 mol) of AlCl3 were suspended in 1.1 l of dichloromethane and were stirred for 30 min with a mechanical stirrer. To this suspension, a solution of 204 g (0.51 mol) (N-(3-Chloro-4-fluoro-benzyl)-N-(2,2-dimethoxy-ethyl)-4-methyl-benzene-sulfonamide (2) was added and the mixture was stirred at room temperature for 5 h. After standing overnight, the reaction suspension was poured on ice, the organic layer was separated and the aqueous phase was extracted twice with dichloromethane. The co... The product is ClC1=C(C=C2C=CN=CC2=C1)F (7-Chloro-6-fluoro-isoquinoline). Reaction SMILES: [Al+3].[Cl-].[Cl-].[Cl-].[Cl:5][C:6]1[CH:7]=[C:8]([CH:27]=[CH:28][C:29]=1[F:30])[CH2:9][N:10]([CH2:21][CH:22](OC)OC)S(C1C=CC(C)=CC=1)(=O)=O>ClCCl>[Cl:5][C:6]1[CH:7]=[C:8]2[C:27]([CH:22]=[CH:21][N:10]=[CH:9]2)=[CH:28][C:29]=1[F:30] |f:0.1.2.3|. The solvent is ClCCl (dichloromethane). Conditions: time 30 minute. The reactants are 343.6, [Al+3].[Cl-].[Cl-].[Cl-] (AlCl3), ClC=1C=C(CN(S(=O)(=O)C2=CC=C(C=C2)C)CC(OC)OC)C=CC1F (N-(3-Chloro-4-fluoro-benzyl)-N-(2,2-dimethoxy-ethyl)-4-methyl-benzene-sulfonamide). Starting materials: CC(C)(C)OC(=O)N1CCCC(C(=O)c2cccc(Cl)c2)C1, C1CCOC1, COCCCCCl, I, [Mg]. Yields the product COCCCCC(O)(c1cccc(Cl)c1)C1CCCN(C(=O)OC(C)(C)C)C1. Reaction SMILES: [C:10]([CH3:11])([CH3:12])([CH3:13])[O:14][C:15](=[O:16])[N:17]1[CH2:18][CH:19]([C:23]([c:24]2[cH:25][c:26]([Cl:30])[cH:27][cH:28][cH:29]2)=[O:31])[CH2:20][CH2:21][CH2:22]1.[CH2:32]1[O:33][CH2:34][CH2:35][CH2:36]1.[Cl:3][CH2:4][CH2:5][CH2:6][CH2:7][O:8][CH3:9].[I:2].[Mg:1]>>[CH2:4]([CH2:5][CH2:6][CH2:7][O:8][CH3:9])[C:23]([CH:19]1[CH2:18][N:17]([C:15]([O:14][C:10]([CH3:11])([CH3:12])[CH3:13])=[O:16])[CH2:22][CH2:21][CH2:20]1)([c:24]1[cH:25][c:26]([Cl:30])[cH:27][cH:28][cH:29]1)[OH:31].